Dataset: the Open Reaction Database (ORD), a public repository of structured organic reaction records. Task: describe an organic reaction: reactants, conditions, products, and yield The reactants are CC1(C(C1C=CC(=O)OCC1CC1)C(=O)O)C (2,2-dimethyl-3-(3-cyclopropylmethoxy-3-oxo-1-propenyl) cyclopropane-carboxylic acid), O(C1=CC=CC=C1)C1=CC=CC(=N1)CO ((6-phenoxy-2-pyridinyl)-methanol). Product: CC1(C(C1C=CC(=O)OCC1CC1)C(=O)O)C (2,2-dimethyl-3-(3-cyclopropylmethoxy-3-oxo-1-propenyl) cyclopropane-carboxylic acid), CC1(C(C1C=CC(=O)OC)C(=O)[O-])C (2,2-dimethyl-3-(3-methoxy-3-oxo-1-propenyl)-cyclopropane-carboxylate). As a reaction SMILES: [CH3:1][C:2]1([CH3:17])[CH:4]([CH:5]=[CH:6][C:7]([O:9][CH2:10][CH:11]2[CH2:13][CH2:12]2)=[O:8])[CH:3]1[C:14]([OH:16])=[O:15].O(C1N=C(CO)C=CC=1)C1C=CC=CC=1>>[CH3:1][C:2]1([CH3:17])[CH:4]([CH:5]=[CH:6][C:7]([O:9][CH2:10][CH:11]2[CH2:13][CH2:12]2)=[O:8])[CH:3]1[C:14]([OH:16])=[O:15].[CH3:1][C:2]1([CH3:17])[CH:4]([CH:5]=[CH:6][C:7]([O:9][CH3:10])=[O:8])[CH:3]1[C:14]([O-:16])=[O:15]. Procedure: using the procedure of Example 9, (1R, cis, ΔZ) 2,2-dimethyl-3-(3-methoxy-3-oxo-1-propenyl)-cyclopropane-carboxylic acid and (6-phenoxy-2-pyridinyl)-methanol were reacted to obtain (6-phenoxy-2-pyridinyl)-methyl (1R, cis, ΔZ) 2,2-dimethyl-3-(3-methoxy-3-oxo-1-propenyl)-cyclopropane-carboxylate. Reactants: FC1=C(C(=O)Cl)C(=CC=C1)F (2,6-difluorobenzoyl chloride), CN1N=C(C=C1C1=CC=C(C=C1)N)C=1OC=CC1 (4-(1-methyl-3-(2-furyl)pyrazol-5-yl)phenylamine), C(C)(C)N(C(C)C)CC (N,N-diisopropylethylamine). The reagents and catalysts are CN(C1=CC=NC=C1)C (4-dimethylaminopyridine). Run in C(Cl)Cl (CH2Cl2). Run at time 2 hour. Product: FC1=C(C(=CC=C1)F)C(=O)NC1=CC=C(C=C1)C1=CC(=NN1C)C=1OC=CC1 ((2,6-difluorophenyl)-N-[4-(1-methyl-3-(2-furyl)pyrazol-5-yl)phenyl]carboxamide). Yield: 26.4%. As a reaction SMILES: [CH3:1][N:2]1[C:6]([C:7]2[CH:12]=[CH:11][C:10]([NH2:13])=[CH:9][CH:8]=2)=[CH:5][C:4]([C:14]2[O:15][CH:16]=[CH:17][CH:18]=2)=[N:3]1.C(N(CC)C(C)C)(C)C.[F:28][C:29]1[CH:37]=[CH:36][CH:35]=[C:34]([F:38])[C:30]=1[C:31](Cl)=[O:32]>C(Cl)Cl.CN(C)C1C=CN=CC=1>[F:28][C:29]1[CH:37]=[CH:36][CH:35]=[C:34]([F:38])[C:30]=1[C:31]([NH:13][C:10]1[CH:9]=[CH:8][C:7]([C:6]2[N:2]([CH3:1])[N:3]=[C:4]([C:14]3[O:15][CH:16]=[CH:17][CH:18]=3)[CH:5]=2)=[CH:12][CH:11]=1)=[O:32]. Procedure details: To a solution of 71 (11 mg, 0.05 mmol) in CH2Cl2 (10 ml) was added N,N-diisopropylethylamine (DIEA, 26 mg, 36 μL, 0.2 mmol), 4-dimethylaminopyridine (DMAP, 0.6 mg, 0.05 mmol). The 2,6-difluorobenzoyl chloride (15 mg, 0.08 mmol) was dropped into above solution. The mixture was stirred for 2 h at room temperature. The reaction was quenched with saturated NaHCO3 (20 ml) and extracted with EtOAc. The dicarboxamide was hydrolyzed with 1M NaOH in THF and MeOH (1:1). The product was purified by HPLC an...